Task: describe an organic reaction: reactants, conditions, products, and yield. Dataset: the Open Reaction Database (ORD), a public repository of structured organic reaction records The reactants are alcohol, C(C)O (ethanol), CC1=C(C=CC2=C1C(=NC(=N2)N)N)CNC3=CC(=C(C(=C3)OC)OC)OC (trimetrexate). Solvent: CN(C)C=O (DMF), O (water). Reaction conditions: temperature 100 celsius. The product is CC1=C(C=CC2=C1C(=NC(=N2)N)N)CNC3=CC(=C(C(=C3)OC)OC)OC.CN(C)C=O (trimetrexate DMF). Reaction SMILES: [CH3:1][C:2]1[C:7]2[C:8]([NH2:13])=[N:9][C:10]([NH2:12])=[N:11][C:6]=2[CH:5]=[CH:4][C:3]=1[CH2:14][NH:15][C:16]1[CH:21]=[C:20]([O:22][CH3:23])[C:19]([O:24][CH3:25])=[C:18]([O:26][CH3:27])[CH:17]=1.[CH2:28]([OH:30])C>CN(C=O)C.O>[CH3:1][C:2]1[C:7]2[C:8]([NH2:13])=[N:9][C:10]([NH2:12])=[N:11][C:6]=2[CH:5]=[CH:4][C:3]=1[CH2:14][NH:15][C:16]1[CH:21]=[C:20]([O:22][CH3:23])[C:19]([O:24][CH3:25])=[C:18]([O:26][CH3:27])[CH:17]=1.[CH3:8][N:9]([CH:28]=[O:30])[CH3:10] |f:4.5|. Procedure: The crude trimetrexate base is dissolved in a mixture of DMF and water, preferably in a v/v ratio of about 10:1. The solution is initially heated to about 100° C., then a polar component such as an alcohol, preferably ethanol, is added as the solution cools to about 55-60° C. where crystallization occurs. The resulting crystals are then washed with ethanol to yield a pure trimetrexate DMF adduct. This trimetrexate-DMF adduct is itself a novel compound and is included within the scope of the inve... Reactants: N(CC(=O)O)C(=O)OC(C)(C)C (Boc-Gly-OH), S1C(=NC2=C1C=C(C=C2)N)N (1,3-benzothiazol-2,6-diamine). Product: NC=1SC2=C(N1)C=CC(=C2)NC(CNC(OC(C)(C)C)=O)=O (tert-Butyl 2-[(2-amino-1,3-benzothiazol-6-yl)amino]-2-oxoethylcarbamate). The yield is 20.0%. As a reaction SMILES: [NH:1]([C:6]([O:8][C:9]([CH3:12])([CH3:11])[CH3:10])=[O:7])[CH2:2][C:3]([OH:5])=O.[S:13]1[C:17]2[CH:18]=[C:19]([NH2:22])[CH:20]=[CH:21][C:16]=2[N:15]=[C:14]1[NH2:23]>>[NH2:23][C:14]1[S:13][C:17]2[CH:18]=[C:19]([NH:22][C:3](=[O:5])[CH2:2][NH:1][C:6](=[O:7])[O:8][C:9]([CH3:12])([CH3:11])[CH3:10])[CH:20]=[CH:21][C:16]=2[N:15]=1. Procedure: The title compound was prepared from Boc-Gly-OH and 1,3-benzothiazol-2,6-diamine according to the procedure of EXAMPLE 51. The product was obtained as a yellow solid. The reactants are N([C@@H](CC1=CC=C(C=C1)O)C(=O)N[C@H]([C@@H](O)C)C(=O)NCC(=O)O)C(=O)OCC1=CC=CC=C1 (Z-Tyr-(D)-Thr-Gly-OH), N([C@@H](CC1=CC=C(C=C1)O)C(=O)N[C@H](CC1=CNC=N1)C(=O)NCC(=O)N[C@@H](CC1=CC=CC=C1)C(=O)NNC(=O)CC)C(=O)OCC1=CC=CC=C1 (Z-Tyr-(D)-His-Gly-Phe-NHNH-COCH2CH3). Product: N[C@@H](CC1=CC=C(C=C1)O)C(=O)N[C@H](CC1=CNC=N1)C(=O)NCC(=O)N[C@@H](CC1=CC=CC=C1)C(=O)NNC(=O)CC (H-Tyr-(D)-His-Gly-Phe-NHNH-COCH2CH3). Isolated yield 55.2%. Reaction SMILES: [NH:1](C(OCC1C=CC=CC=1)=O)[C@H:2]([C:11]([NH:13][C@@H:14]([C:21]([NH:23][CH2:24][C:25]([NH:27][C@H:28]([C:36]([NH:38][NH:39][C:40]([CH2:42][CH3:43])=[O:41])=[O:37])[CH2:29][C:30]1[CH:35]=[CH:34][CH:33]=[CH:32][CH:31]=1)=[O:26])=[O:22])[CH2:15][C:16]1[N:20]=[CH:19][NH:18][CH:17]=1)=[O:12])[CH2:3][C:4]1[CH:9]=[CH:8][C:7]([OH:10])=[CH:6][CH:5]=1.N(C(OCC1C=CC=CC=1)=O)[C@H](C(N[C@@H](C(NCC(O)=O)=O)[C@H](C)O)=O)CC1C=CC(O)=CC=1>>[NH2:1][C@H:2]([C:11]([NH:13][C@@H:14]([C:21]([NH:23][CH2:24][C:25]([NH:27][C@H:28]([C:36]([NH:38][NH:39][C:40]([CH2:42][CH3:43])=[O:41])=[O:37])[CH2:29][C:30]1[CH:31]=[CH:32][CH:33]=[CH:34][CH:35]=1)=[O:26])=[O:22])[CH2:15][C:16]1[N:20]=[CH:19][NH:18][CH:17]=1)=[O:12])[CH2:3][C:4]1[CH:5]=[CH:6][C:7]([OH:10])=[CH:8][CH:9]=1. Procedure: Using Z-Tyr-(D)-His-Gly-Phe-NHNH-COCH2CH3 (0.20 g), the desired compound (90 mg) is obtained in a similar manner to (II) of Example 4.Rf2 =0.15, Amino acid analysis His 0.95, Gly 1.00, Tyr 0.85, Phe 1.02